Dataset: the Open Reaction Database (ORD), a public repository of structured organic reaction records. Task: describe an organic reaction: reactants, conditions, products, and yield Reactants: C(C)(=O)O (acetic acid), [N+](=O)([O-])C1=CC=C(C=C1)C (4-nitrotoluene), ON1C(N(C(N(C1=O)O)=O)O)=O (hexahydro-1,3,5-trihydroxy-1,3,5-triazine-2,4,6-trione). The reagents and catalysts are C(C)(=O)[O-].[Co+2].C(C)(=O)[O-] (cobalt(II) acetate), C(C)(=O)[O-].[Mn+2].C(C)(=O)[O-] (manganese(II) acetate). The solvent is O (water). Reaction conditions: temperature 130 celsius, time 14 hour. Product: [N+](=O)([O-])C1=CC=C(C(=O)O)C=C1 (4-nitrobenzoic acid), [N+](=O)([O-])C1=CC=C(C=O)C=C1 (4-nitrobenzaldehyde). RXN SMILES: [N+:1]([C:4]1[CH:9]=[CH:8][C:7]([CH3:10])=[CH:6][CH:5]=1)([O-:3])=[O:2].[OH:11]N1C(=O)N(O)C(=O)N(O)C1=O.[C:23]([OH:26])(=[O:25])[CH3:24]>C([O-])(=O)C.[Co+2].C([O-])(=O)C.C([O-])(=O)C.[Mn+2].C([O-])(=O)C.O>[N+:1]([C:4]1[CH:9]=[CH:8][C:24]([C:23]([OH:26])=[O:25])=[CH:6][CH:5]=1)([O-:3])=[O:2].[N+:1]([C:4]1[CH:9]=[CH:8][C:7]([CH:10]=[O:11])=[CH:6][CH:5]=1)([O-:3])=[O:2] |f:3.4.5,6.7.8|. Procedure: In an autoclave, 0.274 g of 4-nitrotoluene, 0.011 g of hexahydro-1,3,5-trihydroxy-1,3,5-triazine-2,4,6-trione (3% by mole relative to 4-nitrotoluene), 5 g of acetic acid, 0.003 g of cobalt(II) acetate.4H2O and 0.001 g of manganese(II) acetate.4H2O were placed. The autoclave was charged with 1 MPa of air and placed in a heated oil bath. The mixture was stirred at 130° C. for 14 hours. After the completion of reaction, the autoclave was placed on cold water to cool down the reaction mixture quickl... The reactants are [N+]=1(C(=CC=CC1)C)[O-] (2-picoline-1-oxide), C(C)(C)(C)[O-].[K+] (potassium tert.-butanolate), ClC=1C=C(C=O)C=CC1Cl (3,4-dichloro-benzaldehyde). The product is ClC=1C=C(C=CC1Cl)C=CC1=[N+](C=CC=C1)[O-] (2-[2-(3,4-Dichloro-phenyl)-vinyl]-pyridine 1-oxide). Reaction SMILES: [N+:1]1([O-:8])[C:2]([CH3:7])=[CH:3][CH:4]=[CH:5][CH:6]=1.C([O-])(C)(C)C.[K+].[Cl:15][C:16]1[CH:17]=[C:18]([CH:21]=[CH:22][C:23]=1[Cl:24])[CH:19]=O>>[Cl:15][C:16]1[CH:17]=[C:18]([CH:19]=[CH:7][C:2]2[CH:3]=[CH:4][CH:5]=[CH:6][N+:1]=2[O-:8])[CH:21]=[CH:22][C:23]=1[Cl:24] |f:1.2|. Procedure details: Following the general method described in example 2a, 2-picoline-1-oxide was reacted with potassium tert.-butanolate and 3,4-dichloro-benzaldehyde. After extraction and chromatography the title compound was obtained as a yellow solid material. MS: m/e=265 (M+). Starting materials: C(CCC)C=1N(C(C2=C(N1)SC=C2)=N)CCC (2-butyl-3-propyl-3H-thieno [2,3-d]pyrimidine-4-ylideneamine), C([O-])([O-])=O.[Na+].[Na+] (sodium carbonate), CN(C)C=O (DMF). Product: C(CCC)C=1N(C(C2=C(N1)SC=C2)=CN)CCC ((2-Butyl-3-propyl-3H-thieno[2,3-d]pyrimidin-4-ylidene)methylamine). Reaction SMILES: [CH2:1]([C:5]1[N:6]([CH2:15][CH2:16][CH3:17])[C:7](=N)[C:8]2[CH:13]=[CH:12][S:11][C:9]=2[N:10]=1)[CH2:2][CH2:3][CH3:4].C(=O)([O-])[O-].[Na+].[Na+].[CH3:24][N:25](C=O)C>>[CH2:1]([C:5]1[N:6]([CH2:15][CH2:16][CH3:17])[C:7](=[CH:24][NH2:25])[C:8]2[CH:13]=[CH:12][S:11][C:9]=2[N:10]=1)[CH2:2][CH2:3][CH3:4] |f:1.2.3|. Procedure: In a sulfonation flask 3.74 g (0.015 mol) 2-butyl-3-propyl-3H-thieno [2,3-d]pyrimidine-4-ylideneamine, 2.84 g (0.03 mol) Mel, 4.15 g (0.03 mol) powdered sodium carbonate and 50 ml abs. DMF are stirred for 4 hours at an internal temperature of 70° C. Then DMF is distilled off in vacuum and the residue taken up in ethylacetate. The organic phase is washed with water and after drying the organic phase over Na2SO4 the solvent is removed in a water jet vacuum. The raw material is purified by column c... Reactants: COC=1C=C(C=CC1N1C=NC(=C1)C)N (3-methoxy-4-(4-methyl-imidazol-1-yl)-phenylamine), ClC1=NC(=CC(=N1)C)OC1=CC=C(C=C1)OC(F)(F)F (2-chloro-4-methyl-6-(4-trifluoromethoxy-phenoxy)-pyrimidine), ( 100 ). Yields the product COC=1C=C(C=CC1N1C=NC(=C1)C)NC1=NC(=CC(=N1)C)OC1=CC=C(C=C1)OC(F)(F)F ([3-Methoxy-4-(4-methyl-imidazol-1-yl)-phenyl]-[4-methyl-6-(4-trifluoromethoxy-phenoxy)-pyrimidin-2-yl]-amine). Yield: 13.0%. RXN SMILES: [CH3:1][O:2][C:3]1[CH:4]=[C:5]([NH2:15])[CH:6]=[CH:7][C:8]=1[N:9]1[CH:13]=[C:12]([CH3:14])[N:11]=[CH:10]1.Cl[C:17]1[N:22]=[C:21]([CH3:23])[CH:20]=[C:19]([O:24][C:25]2[CH:30]=[CH:29][C:28]([O:31][C:32]([F:35])([F:34])[F:33])=[CH:27][CH:26]=2)[N:18]=1>>[CH3:1][O:2][C:3]1[CH:4]=[C:5]([NH:15][C:17]2[N:22]=[C:21]([CH3:23])[CH:20]=[C:19]([O:24][C:25]3[CH:26]=[CH:27][C:28]([O:31][C:32]([F:33])([F:34])[F:35])=[CH:29][CH:30]=3)[N:18]=2)[CH:6]=[CH:7][C:8]=1[N:9]1[CH:13]=[C:12]([CH3:14])[N:11]=[CH:10]1. Reported procedure: Prepared in analogy to example 81b) from 3-methoxy-4-(4-methyl-imidazol-1-yl)-phenylamine and 2-chloro-4-methyl-6-(4-trifluoromethoxy-phenoxy)-pyrimidine in a yield of 13%. MS ISP (m/e): 472.1 (100) [(M+H)+]. 1H NMR (CDCl3, 300 MHz): δ (ppm)=7.44 (s, 1H), 7.35-7.15 (m, 5H), 7.01 (s, 2H), 6.86 (s, 1H), 6.30 (s, 1H), 3.63 (s, 3H), 2.43 (s, 3H), 2.39 (s, 3H).